Dataset: the Open Reaction Database (ORD), a public repository of structured organic reaction records. Task: describe an organic reaction: reactants, conditions, products, and yield The reactants are NC(=O)c1cc(OCCN(Cc2ccccc2)CC(O)COc2ccc(-c3nc(C(F)(F)F)c[nH]3)cc2)ccc1OCc1ccccc1, CC(C)(C)[O-], CI, CN(C)C=O, [K+]. Yields the product Cn1cc(C(F)(F)F)nc1-c1ccc(OCC(O)CN(CCOc2ccc(OCc3ccccc3)c(C(N)=O)c2)Cc2ccccc2)cc1. RXN SMILES: [CH2:7]([c:8]1[cH:9][cH:10][cH:11][cH:12][cH:13]1)[N:14]([CH2:15][CH:16]([CH2:17][O:18][c:19]1[cH:20][cH:21][c:22](-[c:25]2[nH:26][cH:27][c:28]([C:30]([F:31])([F:32])[F:33])[n:29]2)[cH:23][cH:24]1)[OH:34])[CH2:35][CH2:36][O:37][c:38]1[cH:39][c:40]([C:52]([NH2:53])=[O:54])[c:41]([O:44][CH2:45][c:46]2[cH:47][cH:48][cH:49][cH:50][cH:51]2)[cH:42][cH:43]1.[CH3:1][C:2]([CH3:3])([O-:4])[CH3:5].[CH3:55][I:56].[CH3:57][N:58]([CH3:59])[CH:60]=[O:61].[K+:6]>>[CH3:1][n:26]1[c:25](-[c:22]2[cH:21][cH:20][c:19]([O:18][CH2:17][CH:16]([CH2:15][N:14]([CH2:7][c:8]3[cH:9][cH:10][cH:11][cH:12][cH:13]3)[CH2:35][CH2:36][O:37][c:38]3[cH:39][c:40]([C:52]([NH2:53])=[O:54])[c:41]([O:44][CH2:45][c:46]4[cH:47][cH:48][cH:49][cH:50][cH:51]4)[cH:42][cH:43]3)[OH:34])[cH:24][cH:23]2)[n:29][c:28]([C:30]([F:31])([F:32])[F:33])[cH:27]1. The reactants are C(C1=CC=CC=C1)OC1=C(C=C(C=C1)C=COC)OC (1-benzyloxy-2-methoxy-4-(2-methoxyvinyl)benzene), Cl.N(N)C1=CC=NC=C1 (4-hydrazinopyridine hydrochloride). Reagents/catalysts: C1(=CC=C(C=C1)S(=O)(=O)O)C (p-toluene sulfonic acid). The solvent is C(C)O (ethanol). The product is Cl.COC=1C=C(C=CC1OCC1=CC=CC=C1)CC=NNC1=CC=NC=C1 (N-[2-(3-Methoxy-4-benzyloxyphenyl)-ethylidene]-N'-pyridin-4-yl-hydrazine hydrochloride). Yield: 60.7%. RXN SMILES: [CH2:1]([O:8][C:9]1[CH:14]=[CH:13][C:12]([CH:15]=[CH:16]OC)=[CH:11][C:10]=1[O:19][CH3:20])[C:2]1[CH:7]=[CH:6][CH:5]=[CH:4][CH:3]=1.[ClH:21].[NH:22]([C:24]1[CH:29]=[CH:28][N:27]=[CH:26][CH:25]=1)[NH2:23]>C1(C)C=CC(S(O)(=O)=O)=CC=1.C(O)C>[ClH:21].[CH3:20][O:19][C:10]1[CH:11]=[C:12]([CH2:15][CH:16]=[N:23][NH:22][C:24]2[CH:29]=[CH:28][N:27]=[CH:26][CH:25]=2)[CH:13]=[CH:14][C:9]=1[O:8][CH2:1][C:2]1[CH:3]=[CH:4][CH:5]=[CH:6][CH:7]=1 |f:1.2,5.6|. Procedure details: To a stirred solution of 1-benzyloxy-2-methoxy-4-(2-methoxyvinyl)benzene (11.0 g), 4-hydrazinopyridine hydrochloride (6.6 g), and ethanol (150 ml) was added p-toluene sulfonic acid (0.39 g). The reaction mixture was stirred under reflux for 2 hrs and concentrated in vacuo. Recrystallization of the residue from methanol/ether gave 9.48 g (61%) of product, mp 154-155° C. Reactants: [Cl-].[NH4+] (ammonium chloride), [H-].[Na+] (sodium hydride), BrCCCCC=C (6-bromo-1-hexene), NC1=C(C=C(C2=C1C(C=C(O2)C2=CC(=C(C=C2)NC(C(C)(C)C)=O)F)=O)F)F (5-amino-6,8-difluoro-2-(3-fluoro-4-pivaloylaminophenyl)-4H-1-benzopyran-4-one). Solvent: CN(C=O)C (dimethylformamide). Run at time 2 hour. The product is FC=1C=C(C2=C(C(C=C(O2)C2=CC(=C(C=C2)NC(C(C)(C)C)=O)F)=O)C1NCCCCC=C)F (6,8-difluoro-2-(3-fluoro-4-pivaloylaminophenyl)-5-(5-hexenylamino)-4H-1-benzopyran-4-one). Yield: 66.0%. Reaction SMILES: [NH2:1][C:2]1[C:7]2[C:8](=[O:26])[CH:9]=[C:10]([C:12]3[CH:17]=[CH:16][C:15]([NH:18][C:19](=[O:24])[C:20]([CH3:23])([CH3:22])[CH3:21])=[C:14]([F:25])[CH:13]=3)[O:11][C:6]=2[C:5]([F:27])=[CH:4][C:3]=1[F:28].[H-].[Na+].Br[CH2:32][CH2:33][CH2:34][CH2:35][CH:36]=[CH2:37].[Cl-].[NH4+]>CN(C)C=O>[F:28][C:3]1[CH:4]=[C:5]([F:27])[C:6]2[O:11][C:10]([C:12]3[CH:17]=[CH:16][C:15]([NH:18][C:19](=[O:24])[C:20]([CH3:23])([CH3:22])[CH3:21])=[C:14]([F:25])[CH:13]=3)=[CH:9][C:8](=[O:26])[C:7]=2[C:2]=1[NH:1][CH2:37][CH2:36][CH2:35][CH2:34][CH:33]=[CH2:32] |f:1.2,4.5|. Reported procedure: 512 mg (1.31 mmol) of 5-amino-6,8-difluoro-2-(3-fluoro-4-pivaloylaminophenyl)-4H-1-benzopyran-4-one obtained in Example 66 was dissolved in 15 ml of dimethylformamide under argon atmosphere, 160 mg of sodium hydride (60% oil disperison) and 0.35 ml of 6-bromo-1-hexene were added under ice-cooling and the mixture was stirred at room temperature for 2 hours. An aqueous saturated solution of ammonium chloride was added to the reaction solution and the mixture was extracted three times with ethyl ac... Reactants: stainless steel, COC1=NC=C(C=C1OC)[N+](=O)[O-] (2,3-dimethoxy-5-nitropyridine). Reagents/catalysts: [Pd] (Pd/C). Run in CCOC(=O)C (EtOAc). Run at temperature 50 celsius. The product is COC=1C=C(C=NC1OC)N (5,6-dimethoxypyridin-3-amine). As a reaction SMILES: [CH3:1][O:2][C:3]1[C:8]([O:9][CH3:10])=[CH:7][C:6]([N+:11]([O-])=O)=[CH:5][N:4]=1>[Pd].CCOC(C)=O>[CH3:10][O:9][C:8]1[CH:7]=[C:6]([NH2:11])[CH:5]=[N:4][C:3]=1[O:2][CH3:1]. Reported procedure: A stainless steel bomb was charged with 2,3-dimethoxy-5-nitropyridine (430 mg, 2335 μmol), 10% Pd/C (124 mg, 1168 μmol) and 4.7 mL EtOAc. The vessel was sealed and was purged with hydrogen once, before filling with hydrogen at a pressure of 2 attn. The reaction mixture was heated at 50° C. for 3 h. Upon cooling, the mixture was filtered through a pad of Celite, rinsing with EtOAc. The filtrate was concentrated and passed through a silica plug using 5% MeOH/DCM. The filtrate was concentrated to p... Starting materials: ClC1=CC(=NC=N1)N(C(=O)N(COCC[Si](C)(C)C)C1=C(C(=CC(=C1Cl)OC)OC)Cl)C (1-(6-chloro-pyrimidin-4-yl)-3-(2,6-dichloro-3,5-dimethoxy-phenyl)-1-methyl-3-(2-trimethylsilanyl-ethoxymethyl)-urea), CN(C)CC1=CC(=C(C=C1)N)[N+](=O)[O-] (4-dimethylaminomethyl-2-nitro-phenylamine), C(=O)([O-])[O-].[Cs+].[Cs+] (Cs2CO3), CC1(C2=C(C(=CC=C2)P(C3=CC=CC=C3)C4=CC=CC=C4)OC5=C(C=CC=C51)P(C6=CC=CC=C6)C7=CC=CC=C7)C (xantphos). The reagents and catalysts are C=1C=CC(=CC1)/C=C/C(=O)/C=C/C2=CC=CC=C2.C=1C=CC(=CC1)/C=C/C(=O)/C=C/C2=CC=CC=C2.C=1C=CC(=CC1)/C=C/C(=O)/C=C/C2=CC=CC=C2.[Pd].[Pd] (Pd2(dba)3). The solvent is C1(=CC=CC=C1)C (toluene), CO (MeOH). Conditions: temperature 100 celsius, time 8 hour. Product: TEA, ClC1=C(C(=C(C=C1OC)OC)Cl)N(C(=O)N(C)C1=NC=NC(=C1)NC1=C(C=C(C=C1)CN(C)C)[N+](=O)[O-])COCC[Si](C)(C)C (1-(2,6-Dichloro-3,5-dimethoxy-phenyl)-3-[6-(4-dimethylaminomethyl-2-nitro phenylamino)-pyrimidin-4-yl]-3-methyl-1-(2-trimethylsilanyl-ethoxymethyl)-urea). Yield: 29.4%. RXN SMILES: Cl[C:2]1[N:7]=[CH:6][N:5]=[C:4]([N:8]([CH3:32])[C:9]([N:11]([C:20]2[C:25]([Cl:26])=[C:24]([O:27][CH3:28])[CH:23]=[C:22]([O:29][CH3:30])[C:21]=2[Cl:31])[CH2:12][O:13][CH2:14][CH2:15][Si:16]([CH3:19])([CH3:18])[CH3:17])=[O:10])[CH:3]=1.[CH3:33][N:34]([CH2:36][C:37]1[CH:42]=[CH:41][C:40]([NH2:43])=[C:39]([N+:44]([O-:46])=[O:45])[CH:38]=1)[CH3:35].C([O-])([O-])=O.[Cs+].[Cs+].CC1(C)C2C(=C(P(C3C=CC=CC=3)C3C=CC=CC=3)C=CC=2)OC2C(P(C3C=CC=CC=3)C3C=CC=CC=3)=CC=CC1=2>C1(C)C=CC=CC=1.C1C=CC(/C=C/C(/C=C/C2C=CC=CC=2)=O)=CC=1.C1C=CC(/C=C/C(/C=C/C2C=CC=CC=2)=O)=CC=1.C1C=CC(/C=C/C(/C=C/C2C=CC=CC=2)=O)=CC=1.[Pd].[Pd].CO>[Cl:26][C:25]1[C:24]([O:27][CH3:28])=[CH:23][C:22]([O:29][CH3:30])=[C:21]([Cl:31])[C:20]=1[N:11]([CH2:12][O:13][CH2:14][CH2:15][Si:16]([CH3:18])([CH3:19])[CH3:17])[C:9]([N:8]([C:4]1[CH:3]=[C:2]([NH:43][C:40]2[CH:41]=[CH:42][C:37]([CH2:36][N:34]([CH3:35])[CH3:33])=[CH:38][C:39]=2[N+:44]([O-:46])=[O:45])[N:7]=[CH:6][N:5]=1)[CH3:32])=[O:10] |f:2.3.4,7.8.9.10.11|. Reported procedure: To a stirred solution of 1-(6-chloro-pyrimidin-4-yl)-3-(2,6-dichloro-3,5-dimethoxy-phenyl)-1-methyl-3-(2-trimethylsilanyl-ethoxymethyl)-urea (procedure L, step b; 260 g, 0.5 mmol) in toluene (5 mL) was added 4-dimethylaminomethyl-2-nitro-phenylamine (100 g, 0.5 mmol), Cs2CO3 (400 g, 1.25 mmol), Pd2(dba)3 (46 g, 0.05 mmol), xantphos (90 g, 0.15 mmol). The solution was stirred at 100° C. overnight. LCMS showed major product peak. The solution was evaporated with silica gel and purified by flash ch... Reactants: N[C@H](CC(C)C)C(=O)O (D-Leucine), [Br-].[K+] (potassium bromide), OS(=O)(=O)O (H2SO4), O (water). The product is SC(C(=O)O)CC(C)C (2-Mercapto-4-Methylpentanoic Acid). RXN SMILES: N[C@@H:2]([C:7]([OH:9])=[O:8])[CH2:3][CH:4]([CH3:6])[CH3:5].[Br-].[K+].O.O[S:14](O)(=O)=O>>[SH:14][CH:2]([CH2:3][CH:4]([CH3:6])[CH3:5])[C:7]([OH:9])=[O:8] |f:1.2|. Procedure details: A solution of D-Leucine (5 g) and potassium bromide (114 g) in 400 ml of 2.5 N H2SO4 was cooled to -5° C. in an ice salt bath. A cold solution of NANO2 (30 g/70 ml water, 0°-50° C.) was added dropwise with stirring. The reaction was allowed to proceed for ~14 hours at room temperature. The reaction was then extracted with 75 ml portions of ether three times. The ether extract was dried over anhydrous sodium sulfate. The solution was filtered and the ether was evaporated. The resulting clear oil,... The reactants are 4A, N[C@@H](C)C(=O)N1[C@@H](CCC1)CC(=O)O (L-alanyl-(S)-2-pyrrolidineacetic acid), O=C(C(=O)OCC)CCC1=CC=CC=C1 (ethyl 2-oxo-4-phenylbutyrate), Cl (hydrochloride), [OH-].[Na+] (NaOH), C(#N)[BH3-].[Na+] (sodium cyanoborohydride). Run in C(C)O (ethanol). Reaction conditions: time 30 minute. Product: C(=O)(OCC)[C@H](CCC1=CC=CC=C1)N[C@@H](C)C(=O)N1[C@@H](CCC1)CC(=O)O (N-[1-(S)-Carboethoxy-3-phenylpropyl]-L-alanyl-(S)-2-pyrrolidineacetic acid). As a reaction SMILES: [NH2:1][C@H:2]([C:4]([N:6]1[CH2:10][CH2:9][CH2:8][C@H:7]1[CH2:11][C:12]([OH:14])=[O:13])=[O:5])[CH3:3].Cl.[OH-].[Na+].O=[C:19]([CH2:25][CH2:26][C:27]1[CH:32]=[CH:31][CH:30]=[CH:29][CH:28]=1)[C:20]([O:22][CH2:23][CH3:24])=[O:21].C([BH3-])#N.[Na+]>C(O)C>[C:20]([C@@H:19]([NH:1][C@H:2]([C:4]([N:6]1[CH2:10][CH2:9][CH2:8][C@H:7]1[CH2:11][C:12]([OH:14])=[O:13])=[O:5])[CH3:3])[CH2:25][CH2:26][C:27]1[CH:28]=[CH:29][CH:30]=[CH:31][CH:32]=1)([O:22][CH2:23][CH3:24])=[O:21] |f:2.3,5.6|. Procedure details: To a solution of L-alanyl-(S)-2-pyrrolidineacetic acid (390 mg; 2.0 mmol) (from the hydrochloride neutralized with 2.5N NaOH) and ethyl 2-oxo-4-phenylbutyrate (1.00 g) in 5 ml of ethanol is added 1 g of ground 4A molecular sieves. The mixture is stirred for 30 minutes and sodium cyanoborohydride (310 mg) is added in portions over 2 hours. The mixture is stirred overnight, filtered, and the filtrate concentrated under reduced pressure to near dryness. The mixture is taken up in methylene chloride... Reactants: CCOC(=O)c1cc([N+](=O)[O-])ccc1OC1CCN(C(=O)OC(C)(C)C)CC1, CCO, [K+], [OH-]. The product is CC(C)(C)OC(=O)N1CCC(Oc2ccc([N+](=O)[O-])cc2C(=O)O)CC1. Reaction SMILES: [C:1]([CH3:2])([CH3:3])([CH3:4])[O:5][C:6](=[O:7])[N:8]1[CH2:9][CH2:10][CH:11]([O:14][c:15]2[c:16]([C:24](=[O:25])[O:26][CH2:27][CH3:28])[cH:17][c:18]([N+:21](=[O:22])[O-:23])[cH:19][cH:20]2)[CH2:12][CH2:13]1.[CH3:31][CH2:32][OH:33].[K+:30].[OH-:29]>>[C:1]([CH3:2])([CH3:3])([CH3:4])[O:5][C:6](=[O:7])[N:8]1[CH2:9][CH2:10][CH:11]([O:14][c:15]2[c:16]([C:24](=[O:25])[OH:26])[cH:17][c:18]([N+:21](=[O:22])[O-:23])[cH:19][cH:20]2)[CH2:12][CH2:13]1. Reactants: Cc1ccc(Br)c(Cl)n1, COC(C)(C)C, C1CCOC1, CCCCCCCCCCCCOS(=O)(=O)[O-], [K+], O=[Mn](=O)(=O)[O-], [Na+], O. The product is O=C(O)c1ccc(Br)c(Cl)n1. RXN SMILES: [Br:1][c:2]1[c:3]([Cl:9])[n:4][c:5]([CH3:8])[cH:6][cH:7]1.[C:35]([O:36][CH3:37])([CH3:38])([CH3:39])[CH3:40].[CH2:41]1[O:42][CH2:43][CH2:44][CH2:45]1.[CH3:11][CH2:12][CH2:13][CH2:14][CH2:15][CH2:16][CH2:17][CH2:18][CH2:19][CH2:20][CH2:21][CH2:22][O:23][S:24](=[O:25])(=[O:26])[O-:27].[K+:33].[Mn:28]([O-:29])(=[O:30])(=[O:31])=[O:32].[Na+:10].[OH2:34]>>[Br:1][c:2]1[c:3]([Cl:9])[n:4][c:5]([C:8]([OH:23])=[O:34])[cH:6][cH:7]1.